describe an organic reaction: reactants, conditions, products, and yield From a dataset of the Open Reaction Database (ORD), a public repository of structured organic reaction records. Reactants: O=C(Cl)CCCl, Nc1ccc(C2=NNC(=O)CC2)cc1, c1ccccc1. Product: O=C1CCC(c2ccc(NC(=O)CCCl)cc2)=NN1. RXN SMILES: [Cl:15][CH2:16][CH2:17][C:18](=[O:19])[Cl:20].[NH2:1][c:2]1[cH:3][cH:4][c:5]([C:8]2=[N:13][NH:12][C:11](=[O:14])[CH2:10][CH2:9]2)[cH:6][cH:7]1.[cH:21]1[cH:22][cH:23][cH:24][cH:25][cH:26]1>>[NH:1]([c:2]1[cH:3][cH:4][c:5]([C:8]2=[N:13][NH:12][C:11](=[O:14])[CH2:10][CH2:9]2)[cH:6][cH:7]1)[C:18]([CH2:17][CH2:16][Cl:15])=[O:19]. The reactants are CN1CCOCC1 (N-methylmorpholine), Cl.CN(CCCN=C=NCC)C (1-(3-dimethylaminopropyl)-3-ethylcarbodiimide hydrochloride), OC1=CC=CC=2NN=NC21 (hydroxybenzotriazole), Cl.FC(C[C@@H](C(OC)OC)N)(C)F (3,3-difluoro-1(S)-(dimethoxymethyl)butylamine hydrochloride), C(C)(C)(C)OC(=O)CCC(=O)N[C@@H](CC(OC(C)(C)C)=O)C(=O)N[C@@H](CCC(OC(C)(C)C)=O)C(=O)N[C@@H](CC1=C(C=CC=C1)C)C(=O)N[C@@H](C(C)(C)C)C(=O)N[C@@H](CC(C)C)C(=O)O (N-[N-[N-[N-[N-[3-(tert-butoxycarbonyl)propionyl]-O-tert-butyl-L-α-aspartyl]-O-tert-butyl-L-α-glutamyl]-2-methyl-L-phenylalanyl]-3-methyl-L-valyl]-L-leucine). Run in ClCCl (dichloromethane). Run at time 18 hour. The product is N[C@@H](CC(C)C)C(=O)N (L-leucinamide). RXN SMILES: C(OC(CCC(N[C@H](C(N[C@H](C([NH:37][C@H:38]([C:47]([NH:49][C@H](C(N[C@H](C(O)=O)CC(C)C)=O)C(C)(C)C)=[O:48])[CH2:39][C:40]1[CH:45]=CC=C[C:41]=1C)=O)CCC(=O)OC(C)(C)C)=O)CC(=O)OC(C)(C)C)=O)=O)(C)(C)C.CN1CCOCC1.Cl.CN(C)CCCN=C=NCC.OC1C2N=NNC=2C=CC=1.Cl.FC(F)(C)C[C@H](N)C(OC)OC>ClCCl>[NH2:37][C@H:38]([C:47]([NH2:49])=[O:48])[CH2:39][CH:40]([CH3:45])[CH3:41] |f:2.3,5.6|. Reported procedure: 0.3 g (0.33 mmol) of N-[N-[N-[N-[N-[3-(tert-butoxycarbonyl)propionyl]-O-tert-butyl-L-α-aspartyl]-O-tert-butyl-L-α-glutamyl]-2-methyl-L-phenylalanyl]-3-methyl-L-valyl]-L-leucine was dissolved in 15 ml of dichloromethane. 0.22 ml (1.98mmol) of N-methylmorpholine, 96 mg (0.5 mmol) of 1-(3-dimethylaminopropyl)-3-ethylcarbodiimide hydrochloride, 45 mg (0.33 mmol) of hydroxybenzotriazole and 217 mg (0.99 mmol) of 3,3-difluoro-1(S)-(dimethoxymethyl)butylamine hydrochloride were added andthe solution wa...